This data is from the Open Reaction Database (ORD), a public repository of structured organic reaction records. The task is: describe an organic reaction: reactants, conditions, products, and yield The reactants are CC(C)O, CCOC(C)=O, Nc1cc(Cl)ncn1, Cl, CCN(CC)c1ccc(N)cc1. Product: CCN(CC)c1ccc(Nc2cc(N)ncn2)cc1. Reaction SMILES: [CH3:21][CH:22]([OH:23])[CH3:24].[CH3:26][CH2:27][O:28][C:29](=[O:30])[CH3:31].[Cl:1][c:2]1[cH:3][c:4]([NH2:8])[n:5][cH:6][n:7]1.[ClH:25].[NH2:9][c:10]1[cH:11][cH:12][c:13]([N:14]([CH2:15][CH3:16])[CH2:17][CH3:18])[cH:19][cH:20]1>>[c:2]1([NH:9][c:10]2[cH:11][cH:12][c:13]([N:14]([CH2:15][CH3:16])[CH2:17][CH3:18])[cH:19][cH:20]2)[cH:3][c:4]([NH2:8])[n:5][cH:6][n:7]1. Reactants: C(C)OC(C(\C=C\CP(=O)(OCC)OCC)NC=O)=O (E-2-formylamino-5-diethylphosphono-3-pentenoic acid ethyl ester). Run in Cl (hydrochloric acid). The product is NC(C(=O)O)\C=C\CP(=O)(O)O (E-2-amino-5-phosphono-3-pentenoic acid). RXN SMILES: C([O:3][C:4](=[O:20])[CH:5]([NH:17]C=O)/[CH:6]=[CH:7]/[CH2:8][P:9]([O:14]CC)([O:11]CC)=[O:10])C>Cl>[NH2:17][CH:5](/[CH:6]=[CH:7]/[CH2:8][P:9]([OH:14])([OH:11])=[O:10])[C:4]([OH:20])=[O:3]. Procedure details: 8.22 g of E-2-formylamino-5-diethylphosphono-3-pentenoic acid ethyl ester are dissolved in 170 ml of 6N hydrochloric acid and the whole is heated under reflux for 22 hours. After concentration in vacuo, the oily residue is taken up in a small amount of ethanol and the mixture is again concentrated by evaporation in vacuo. This procedure is repeated a furthertwice. The resulting residue is dissolved in 15 ml of ethanol and 20 ml of ethanol/propylene oxide (1:1) are added dropwise. The resulting b...